Dataset: the Open Reaction Database (ORD), a public repository of structured organic reaction records. Task: describe an organic reaction: reactants, conditions, products, and yield The reactants are IC1=C(C=CC=C1)N(C1=CC=CC=C1)C1=CC=CC=C1 (iodotriphenylamine), BrC1=CC=C(C=C1)I (1-bromo-4-iodobenzene), C1(=CC=CC=C1)NC1=CC=CC=C1 (diphenylamine), C([O-])([O-])=O.[K+].[K+] (potassium carbonate), C1COCCOCCOCCOCCOCCO1 (18-crown-6). Reagents/catalysts: [Cu] (copper bronze). The solvent is ClC1=C(C=CC=C1)Cl (1.2-dichlorobenzene). Product: C1=CC=C(C=C1)N(C2=CC=CC=C2)C3=CC=C(C=C3)Br (4-Bromotriphenylamine). Yield: 35.0%. As a reaction SMILES: [Br:1][C:2]1[CH:7]=[CH:6][C:5](I)=[CH:4][CH:3]=1.[C:9]1([NH:15][C:16]2[CH:21]=[CH:20][CH:19]=[CH:18][CH:17]=2)[CH:14]=[CH:13][CH:12]=[CH:11][CH:10]=1.C(=O)([O-])[O-].[K+].[K+].C1OCCOCCOCCOCCOCCOC1.IC1C=CC=CC=1N(C1C=CC=CC=1)C1C=CC=CC=1>[Cu].ClC1C=CC=CC=1Cl>[CH:19]1[CH:20]=[CH:21][C:16]([N:15]([C:5]2[CH:6]=[CH:7][C:2]([Br:1])=[CH:3][CH:4]=2)[C:9]2[CH:14]=[CH:13][CH:12]=[CH:11][CH:10]=2)=[CH:17][CH:18]=1 |f:2.3.4|. Procedure: A mixture of 1-bromo-4-iodobenzene (11.30 g., 40 mmol.), diphenylamine (6.65 g., 39.3 mmol.), powdered potassium carbonate (26.6 g., 192.7 mmol.), 18-crown-6 (1.06 g., 4 mmol.), copper bronze (1.37 g., 21.6 mmol.), and 1.2-dichlorobenzene (40 ml) was kept at 190° C., cooled and filtered. The residue left on concentration of filtrate, was chromatograhped on silica gel. After elution with hexanes (1 liter), the product came out in 9:1 toluene hexanes eluates, and was isolated as a colorless solid ... The reactants are ClCC(=O)N1C2=C(SCC1)C=C(C=C2)[N+](=O)[O-] (2-chloro-1-(7-nitro-2H-benzo[b][1,4]thiazin-4(3H)-yl)ethanone), N1[C@@H](CCC1)C(=O)OC(C)(C)C ((S)-tert-butyl pyrrolidine-2-carboxylate), ( 100 ). Run in CCOC(=O)C (EtOAc), C([O-])(O)=O.[Na+] (sodium bicarbonate), C1CCOC1 (THF), C([O-])(O)=O.[Na+] (sodium bicarbonate). Reaction conditions: temperature 55 celsius, time 17 hour. Product: C(C)(C)(C)OC(=O)[C@H]1N(CCC1)CC(=O)N1C2=C(SCC1)C=C(C=C2)[N+](=O)[O-] ((S)-tert-Butyl-1-(2-(7-nitro-2H-benzo[b][1,4]thiazin-4(3H)-yl)-2-oxoethyl)pyrrolidine-2-carboxylate). RXN SMILES: Cl[CH2:2][C:3]([N:5]1[CH2:10][CH2:9][S:8][C:7]2[CH:11]=[C:12]([N+:15]([O-:17])=[O:16])[CH:13]=[CH:14][C:6]1=2)=[O:4].[NH:18]1[CH2:22][CH2:21][CH2:20][C@H:19]1[C:23]([O:25][C:26]([CH3:29])([CH3:28])[CH3:27])=[O:24]>C1COCC1.CCOC(C)=O.C(=O)(O)[O-].[Na+]>[C:26]([O:25][C:23]([C@@H:19]1[CH2:20][CH2:21][CH2:22][N:18]1[CH2:2][C:3]([N:5]1[CH2:10][CH2:9][S:8][C:7]2[CH:11]=[C:12]([N+:15]([O-:17])=[O:16])[CH:13]=[CH:14][C:6]1=2)=[O:4])=[O:24])([CH3:29])([CH3:27])[CH3:28] |f:4.5|. Procedure: A solution of 2-chloro-1-(7-nitro-2H-benzo[b][1,4]thiazin-4(3H)-yl)ethanone (1.0 g, 3.67 mmol) in THF (20 mL) was treated with (S)-tert-butyl pyrrolidine-2-carboxylate (0.942 g, 5.50 mmol), followed by saturated sodium bicarbonate (4 mL). The mixture was heated at 55° C. for 3 hours then stirred at room temperature overnight (17 hours). The mixture was diluted with EtOAc (50 mL) and saturated sodium bicarbonate (10 mL) then stirred for 20 minutes. The contents were poured into a separatory funne... Starting materials: 5′-O-dimethoxytrityl-2′-fluoro-uridine 3′-O—N,N′-diisopropyl-2-cyanoethyl-phosphoramidite, 5′-O-dimethoxytrityl-N2-isobutryl-2′-t-butyldimethylsilyl-guanosine 3′-O—N,N′-diisopropyl-2-cyanoethylphosphoramidite, CC(C)CCC[C@@H](C)[C@H]1CC[C@H]2[C@@H]3CC=C4C[C@@H](O)CC[C@]4(C)[C@H]3CC[C@]12C (Cholesterol), CC(C)CCC[C@@H](C)[C@H]1CC[C@H]2[C@@H]3CC=C4C[C@@H](O)CC[C@]4(C)[C@H]3CC[C@]12C (cholesterol), 2′-F phosphoramidites, N1[C@H](CO)C[C@@H](O)C1.P(O)(N)O[C@@H]1CC2=CC[C@H]3[C@@H]4CC[C@H]([C@@H](CCCC(C)C)C)[C@]4(CC[C@@H]3[C@]2(CC1)C)C (hydroxyprolinol cholesterol phosphoramidite), 5′-O-dimethoxytrityl-N4-acetyl-2′-fluoro-cytidine 3′-O—N,N′-diisopropyl-2-cyanoethyl-phosphoramidite, oligonucleotide, RNA phosphoramidites, NCCCCCC(=O)[O-] (6-aminohexanoate), 5′-O-dimethoxytrityl-N4-acetyl-2′-t-butyldimethylsilyl-cytidine 3′-O—N,N′-diisopropyl-2-cyanoethylphosphoramidite, [C@@H]1([C@H](O)[C@H](O)[C@@H](CO)O1)N1C=NC=2C(=O)NC(N)=NC12 (guanosine), phosphoramidites, O[C@@H]1C[C@H](NC1)CO (trans-4-hydroxyprolinol), 5′-β-dimethoxytrityl N6-benzoyl-2′-t-butyldimethylsilyl-adenosine-3′-O—N,N′-diisopropyl-2-cyanoethylphosphoramidite, 5′-O-dimethoxytrityl-2′-t-butyldimethylsilyl-uridine 3′-O—N,N′-diisopropyl-2-cyanoethylphosphoramidite. Run in C(C)#N (acetonitrile). Yields the product oligonucleotides, N1[C@H](CO)C[C@@H](O)C1.CC(C)CCC[C@@H](C)[C@H]1CC[C@H]2[C@@H]3CC=C4C[C@@H](O)CC[C@]4(C)[C@H]3CC[C@]12C (hydroxyprolinol cholesterol). As a reaction SMILES: [C@@H:1]1([N:10]2C3N=C(N)NC(=O)C=3N=C2)O[C@H:6]([CH2:7][OH:8])[C@@H:4](O)[C@H:2]1[OH:3].[CH3:21][CH:22]([CH2:24][CH2:25][CH2:26][C@H:27]([C@@H:29]1[C@:47]2([CH3:48])[C@H:32]([C@H:33]3[C@H:44]([CH2:45][CH2:46]2)[C@:42]2([CH3:43])[C:36]([CH2:37][C@H:38]([CH2:40][CH2:41]2)[OH:39])=[CH:35][CH2:34]3)[CH2:31][CH2:30]1)[CH3:28])[CH3:23].N1C[C@H](O)C[C@H]1CO.P(O[C@H]1CC[C@@]2(C)C(=CC[C@@H]3[C@@H]2CC[C@@]2(C)[C@H]3CC[C@@H]2[C@H](C)CCCC(C)C)C1)(N)O.O[C@H]1CN[C@H](CO)C1.NCCCCCC([O-])=O>C(#N)C>[NH:10]1[CH2:1][C@H:2]([OH:3])[CH2:4][C@H:6]1[CH2:7][OH:8].[CH3:23][CH:22]([CH2:24][CH2:25][CH2:26][C@H:27]([C@@H:29]1[C@:47]2([CH3:48])[C@H:32]([C@H:33]3[C@H:44]([CH2:45][CH2:46]2)[C@:42]2([CH3:43])[C:36]([CH2:37][C@H:38]([CH2:40][CH2:41]2)[OH:39])=[CH:35][CH2:34]3)[CH2:31][CH2:30]1)[CH3:28])[CH3:21] |f:2.3,7.8|. Procedure details: All oligonucleotides are synthesized on an AKTAoligopilot synthesizer. Commercially available controlled pore glass solid support (dT-CPG, 500 Å, Prime Synthesis) and RNA phosphoramidites with standard protecting groups, 5′-β-dimethoxytrityl N6-benzoyl-2′-t-butyldimethylsilyl-adenosine-3′-O—N,N′-diisopropyl-2-cyanoethylphosphoramidite, 5′-O-dimethoxytrityl-N4-acetyl-2′-t-butyldimethylsilyl-cytidine-3′-O—N,N′-diisopropyl-2-cyanoethylphosphoramidite, 5′-O-dimethoxytrityl-N2-isobutryl-2′-t-butyldim... Starting materials: BrCC(=O)N1CCC(CC1)C1=C(C=C(C(=C1)OC(C)C)NC1=NC(=C2C(=N1)NN=C2C)NC2=C(C=CC=C2)S(=O)(=O)C(C)C)C (2-bromo-1-(4-(5-isopropoxy-4-(4-(2-(isopropylsulfonyl)phenylamino)-3-methyl-1H-pyrazolo[3,4-d]pyrimidin-6-ylamino)-2-methylphenyl)piperidin-1-yl)ethanone), N1CCCCC1 (piperidine). Solvent: CN(C)C=O (DMF). Conditions: time 8 hour. The product is C(C)(C)OC=1C(=CC(=C(C1)C1CCN(CC1)C(CN1CCCCC1)=O)C)NC1=NC(=C2C(=N1)NN=C2C)NC2=C(C=CC=C2)S(=O)(=O)C(C)C (1-(4-(5-isopropoxy-4-(4-(2-(isopropylsulfonyl)phenylamino)-3-methyl-1H-pyrazolo[3,4-d]pyrimidin-6-ylamino)-2-methylphenyl)piperidin-1-yl)-2-(piperidin-1-yl)ethanone). Reaction SMILES: Br[CH2:2][C:3]([N:5]1[CH2:10][CH2:9][CH:8]([C:11]2[CH:16]=[C:15]([O:17][CH:18]([CH3:20])[CH3:19])[C:14]([NH:21][C:22]3[N:27]=[C:26]4[NH:28][N:29]=[C:30]([CH3:31])[C:25]4=[C:24]([NH:32][C:33]4[CH:38]=[CH:37][CH:36]=[CH:35][C:34]=4[S:39]([CH:42]([CH3:44])[CH3:43])(=[O:41])=[O:40])[N:23]=3)=[CH:13][C:12]=2[CH3:45])[CH2:7][CH2:6]1)=[O:4].[NH:46]1[CH2:51][CH2:50][CH2:49][CH2:48][CH2:47]1>CN(C=O)C>[CH:18]([O:17][C:15]1[C:14]([NH:21][C:22]2[N:27]=[C:26]3[NH:28][N:29]=[C:30]([CH3:31])[C:25]3=[C:24]([NH:32][C:33]3[CH:38]=[CH:37][CH:36]=[CH:35][C:34]=3[S:39]([CH:42]([CH3:43])[CH3:44])(=[O:41])=[O:40])[N:23]=2)=[CH:13][C:12]([CH3:45])=[C:11]([CH:8]2[CH2:7][CH2:6][N:5]([C:3](=[O:4])[CH2:2][N:46]3[CH2:51][CH2:50][CH2:49][CH2:48][CH2:47]3)[CH2:10][CH2:9]2)[CH:16]=1)([CH3:19])[CH3:20]. Procedure: A mixture of 2-bromo-1-(4-(5-isopropoxy-4-(4-(2-(isopropylsulfonyl)phenylamino)-3-methyl-1H-pyrazolo[3,4-d]pyrimidin-6-ylamino)-2-methylphenyl)piperidin-1-yl)ethanone from Example 8 (10 mg, 0.014 mmol), and piperidine (3 uL, 0.031 mmol) in DMF was stirred at rt overnight. The crude mixture was directly purified by reverse phase HPLC to give 1-(4-(5-isopropoxy-4-(4-(2-(isopropylsulfonyl)phenylamino)-3-methyl-1H-pyrazolo[3,4-d]pyrimidin-6-ylamino)-2-methylphenyl)piperidin-1-yl)-2-(piperidin-1-yl)e... The reactants are O=C([O-])[O-], CN(C)C=O, CCOC(=O)NCCCl, Oc1cc(Oc2ccccc2)ccc1Cl, [K+], [K+]. The product is CCOC(=O)NCCOc1cc(Oc2ccccc2)ccc1Cl. As a reaction SMILES: [C:25](=[O:26])([O-:27])[O-:28].[CH3:31][N:32]([CH3:33])[CH:34]=[O:35].[Cl:16][CH2:17][CH2:18][NH:19][C:20]([O:21][CH2:22][CH3:23])=[O:24].[Cl:1][c:2]1[c:3]([OH:15])[cH:4][c:5]([O:8][c:9]2[cH:10][cH:11][cH:12][cH:13][cH:14]2)[cH:6][cH:7]1.[K+:29].[K+:30]>>[Cl:1][c:2]1[c:3]([O:15][CH2:17][CH2:18][NH:19][C:20]([O:21][CH2:22][CH3:23])=[O:24])[cH:4][c:5]([O:8][c:9]2[cH:10][cH:11][cH:12][cH:13][cH:14]2)[cH:6][cH:7]1. Starting materials: FC1=C(C=2CCC(N3C=C(C(C(C23)=C1)=O)C(=O)O)C)Br (9-fluoro-8-bromo-5-methyl-6,7-dihydro-1-oxo-1H,5H-benzo[ij]quinolizine-2-carboxylic acid), CC1CCNCC1 (4-methylpiperidine). Solvent: CN(P(N(C)C)(N(C)C)=O)C (hexamethylphosphoric triamide), CN(P(N(C)C)(N(C)C)=O)C (hexamethylphosphoric triamide). Conditions: time 6.5 hour. The product is FC1=C(C=2CCC(N3C=C(C(C(C23)=C1)=O)C(=O)O)C)N1CCC(CC1)C (9-fluoro-8-(4-methyl-1-piperidyl)-5-methyl-6,7-dihydro-1-oxo-1H,5H-benzo[ij]quinolizine-2-carboxylic acid). Isolated yield 2.7%. Reaction SMILES: [F:1][C:2]1[CH:14]=[C:12]2[C:13]3[N:8]([CH:9]=[C:10]([C:16]([OH:18])=[O:17])[C:11]2=[O:15])[CH:7]([CH3:19])[CH2:6][CH2:5][C:4]=3[C:3]=1Br.[CH3:21][CH:22]1[CH2:27][CH2:26][NH:25][CH2:24][CH2:23]1>CN(C)P(=O)(N(C)C)N(C)C>[F:1][C:2]1[CH:14]=[C:12]2[C:13]3[N:8]([CH:9]=[C:10]([C:16]([OH:18])=[O:17])[C:11]2=[O:15])[CH:7]([CH3:19])[CH2:6][CH2:5][C:4]=3[C:3]=1[N:25]1[CH2:26][CH2:27][CH:22]([CH3:21])[CH2:23][CH2:24]1. Procedure: In a 100 ml flask were placed 7 g of 9-fluoro-8-bromo-5-methyl-6,7-dihydro-1-oxo-1H,5H-benzo[ij]quinolizine-2-carboxylic acid, 10.2 g of 4-methylpiperidine and 60 ml of hexamethylphosphoric triamide and the mixture was stirred at 160° C. in nitrogen gas atmosphere. After 6.5 hours, disappearance of the starting materials was confirmed by thin layer chromatography, and hexamethylphosphoric triamide was removed using a vacuum pump. To the residue was added several drops of concentrated hydrochlori... The reactants are C([O-])([O-])=O.[K+].[K+] (potassium carbonate), Teflon, CCCCCCCCCCCC (dodecane), C(CO)O (ethylene glycol), IC=1C=C(C=C(C1)C)C (5-iodo-m-xylene), C1(=CC=CC=C1)S (thiophenol). The reagents and catalysts are [Cu-]=O (Copper(I) oxide). The solvent is C(C)(=O)OCC (Ethyl acetate), CC(C)O (2-Propanol). Run at temperature 80 celsius, time 20 hour. Yields the product CC=1C=C(C=C(C1)C)SC1=CC=CC=C1 (phenyl 3,5-dimethylphenyl sulfide). Reaction SMILES: C(=O)([O-])[O-].[K+].[K+].C(O)CO.I[C:12]1[CH:13]=[C:14]([CH3:19])[CH:15]=[C:16]([CH3:18])[CH:17]=1.[C:20]1([SH:26])[CH:25]=[CH:24][CH:23]=[CH:22][CH:21]=1.CCCCCCCCCCCC>[Cu-]=O.C(OCC)(=O)C.CC(O)C>[CH3:18][C:16]1[CH:17]=[C:12]([S:26][C:20]2[CH:25]=[CH:24][CH:23]=[CH:22][CH:21]=2)[CH:13]=[C:14]([CH3:19])[CH:15]=1 |f:0.1.2|. Reported procedure: Copper(I) oxide (7.2 mg, 0.05 mmol) and potassium carbonate (276 mg, 2.0 mmol) were added to a screw-capped test tube with a Teflon-lined septum. The tube was evacuated and backfilled with argon (3 cycles). 2-Propanol (1.0 mL, bench top grade solvent without degassing and pre-drying), ethylene glycol (111 μL, 2.0 mmol, bench top grade solvent) and 5-iodo-m-xylene (144 μL, 1.0 mmol) and thiophenol (103 μL, 1.0 mmol) were added by syringes at room temperature. The tube was heated to 80° C. and sti... Procedure: 130 mg (0.45 mmol) of the product from example 52A are initially charged in 4 ml of THF. To this are added 50 mg of 10% palladium on activated carbon, and hydrogenation is effected at standard pressure in a hydrogen atmosphere for 1 h. The reaction solution is then filtered through Celite which is rinsed with ethyl acetate. The mixture is concentrated under reduced pressure to obtain 115 mg (99% of theory) of the crystalline title compound. The reactants are COC1=C(C=CC(=C1)[N+](=O)[O-])N1C(C(=CC=C1)CCC)=O (1-(2-Methoxy-4-nitrophenyl)-3-propylpyridin-2(1H)-one), [H][H] (hydrogen). Solvent: C1CCOC1 (THF). Product: NC1=CC(=C(C=C1)N1C(C(=CC=C1)CCC)=O)OC (1-(4-Amino-2-methoxyphenyl)-3-propylpyridin-2(1H)-one). As a reaction SMILES: [CH3:1][O:2][C:3]1[CH:8]=[C:7]([N+:9]([O-])=O)[CH:6]=[CH:5][C:4]=1[N:12]1[CH:17]=[CH:16][CH:15]=[C:14]([CH2:18][CH2:19][CH3:20])[C:13]1=[O:21].[H][H]>C1COCC1.[Pd]>[NH2:9][C:7]1[CH:6]=[CH:5][C:4]([N:12]2[CH:17]=[CH:16][CH:15]=[C:14]([CH2:18][CH2:19][CH3:20])[C:13]2=[O:21])=[C:3]([O:2][CH3:1])[CH:8]=1. Reagents/catalysts: [Pd] (palladium on activated carbon). Product: C1=CC=CC=2C3=CC=CC=C3C(C12)COC(NC1=CC=C(C=C1)SC1=C(C=C(C=C1)C(NC=1SC=C(N1)C(F)(F)F)=O)N)=O ({4-[2-Amino-4-(4-trifluoromethyl-thiazol-2-ylcarbamoyl)-phenylsulfanyl]-phenyl}-carbamic acid 9H-fluoren-9-ylmethyl ester). Procedure details: A mixture of the product from Example 19C was reacted with 4-Trifluoromethyl-thiazol-2-ylamine using the procedure of Example 19D substituting 4-Trifluoromethyl-thiazol-2-ylamine for 5-chloro-2-aminopyridine followed by reduction of the nitro group following the procedure of Example 19E to provide the title product. Reactants: C1=CC=CC=2C3=CC=CC=C3C(C12)COC(NC1=CC=C(C=C1)SC1=C(C=C(C=C1)C(=O)Cl)[N+](=O)[O-])=O ([4-(4-Chlorocarbonyl-2-nitro-phenylsulfanyl)-phenyl]-carbamic acid 9H-fluoren-9-ylmethyl ester), FC(C=1N=C(SC1)N)(F)F (4-Trifluoromethyl-thiazol-2-ylamine), ClC=1C=CC(=NC1)N (5-chloro-2-aminopyridine). RXN SMILES: [CH:1]1[C:13]2[CH:12]([CH2:14][O:15][C:16](=[O:37])[NH:17][C:18]3[CH:23]=[CH:22][C:21]([S:24][C:25]4[CH:30]=[CH:29][C:28]([C:31](Cl)=[O:32])=[CH:27][C:26]=4[N+:34]([O-])=O)=[CH:20][CH:19]=3)[C:11]3[C:6](=[CH:7][CH:8]=[CH:9][CH:10]=3)[C:5]=2[CH:4]=[CH:3][CH:2]=1.[F:38][C:39]([F:47])([F:46])[C:40]1[N:41]=[C:42]([NH2:45])[S:43][CH:44]=1.ClC1C=CC(N)=NC=1>>[CH:1]1[C:13]2[CH:12]([CH2:14][O:15][C:16](=[O:37])[NH:17][C:18]3[CH:23]=[CH:22][C:21]([S:24][C:25]4[CH:30]=[CH:29][C:28]([C:31](=[O:32])[NH:45][C:42]5[S:43][CH:44]=[C:40]([C:39]([F:47])([F:46])[F:38])[N:41]=5)=[CH:27][C:26]=4[NH2:34])=[CH:20][CH:19]=3)[C:11]3[C:6](=[CH:7][CH:8]=[CH:9][CH:10]=3)[C:5]=2[CH:4]=[CH:3][CH:2]=1. Reactants: NC1=C(C(C(=O)O)=CC=C1)O (3-aminosalicylic acid), ClC(=O)C1=CC=C(CN(C(OCC2=CC=CC=C2)=O)C)C=C1 (benzyl 4-(chlorocarbonyl)benzyl(methyl)carbamate). Yields the product C(C1=CC=CC=C1)OC(=O)N(C)CC1=CC=C(C=C1)C=1OC2=C(N1)C=CC=C2C(=O)O (2-(4-(((Benzyloxycarbonyl)(methyl)amino)methyl)phenyl)benzo[d]oxazole-7-carboxylic acid). As a reaction SMILES: [NH2:1][C:2]1[CH:10]=[CH:9][CH:8]=[C:4]([C:5]([OH:7])=[O:6])[C:3]=1[OH:11].Cl[C:13]([C:15]1[CH:33]=[CH:32][C:18]([CH2:19][N:20]([CH3:31])[C:21](=[O:30])[O:22][CH2:23][C:24]2[CH:29]=[CH:28][CH:27]=[CH:26][CH:25]=2)=[CH:17][CH:16]=1)=O>>[CH2:23]([O:22][C:21]([N:20]([CH2:19][C:18]1[CH:17]=[CH:16][C:15]([C:13]2[O:11][C:3]3[C:4]([C:5]([OH:7])=[O:6])=[CH:8][CH:9]=[CH:10][C:2]=3[N:1]=2)=[CH:33][CH:32]=1)[CH3:31])=[O:30])[C:24]1[CH:25]=[CH:26][CH:27]=[CH:28][CH:29]=1. Reported procedure: 2-(4-(((Benzyloxycarbonyl)(methyl)amino)methyl)phenyl)benzo[d]oxazole-7-carboxylic acid is prepared from 3-aminosalicylic acid and benzyl 4-(chlorocarbonyl)benzyl(methyl)carbamate using identical conditions described in Example 3A. MS (ESI) m/e 417 [M+H]+.